This data is from the Open Reaction Database (ORD), a public repository of structured organic reaction records. The task is: describe an organic reaction: reactants, conditions, products, and yield Starting materials: COCCOCCO (2-(2-methoxyethoxy)ethanol), S(=O)(=O)(C1=CC=C(C)C=C1)Cl (TsCl), C([O-])(O)=O.[Na+] (sodium bicarbonate), C(C)(=O)OCC (ethyl acetate). Run in C(Cl)Cl (CH2Cl2), C(C)N(CC)CC (triethylamine). Conditions: time 8 hour. Product: S(=O)(=O)(OCCOCCOC)C1=CC=C(C)C=C1 (2-(2-methoxyethoxy)ethyl tosylate). The yield is 96.4%. As a reaction SMILES: [CH3:1][O:2][CH2:3][CH2:4][O:5][CH2:6][CH2:7][OH:8].[S:9](Cl)([C:12]1[CH:18]=[CH:17][C:15]([CH3:16])=[CH:14][CH:13]=1)(=[O:11])=[O:10].C(=O)(O)[O-].[Na+].C(OCC)(=O)C>C(Cl)Cl.C(N(CC)CC)C>[S:9]([C:12]1[CH:18]=[CH:17][C:15]([CH3:16])=[CH:14][CH:13]=1)([O:8][CH2:7][CH2:6][O:5][CH2:4][CH2:3][O:2][CH3:1])(=[O:11])=[O:10] |f:2.3|. Reported procedure: 2-(2-methoxyethoxy)ethanol 3.06 g (25.6 mmol) and TsCl 6.25 g (32.78 mmol) were dissolved in freshly distilled CH2Cl2, triethylamine (7.1 mL) was added then stirred under argon overnight. Saturated sodium bicarbonate solution (40 mL) and ethyl acetate (100 ml) were added. The organic layer was washed with 1N potassium bisulfate (80 mL), then saturated sodium bicarbonate solution (80 mL), dried over Na2SO4, then dried on rotavap to produce an oil. The product was purified on silica gel flash colu...